From a dataset of the Open Reaction Database (ORD), a public repository of structured organic reaction records. describe an organic reaction: reactants, conditions, products, and yield Starting materials: CC(C)OC(=NC#N)c1ccncc1, CO, NCc1ccc(Cl)c(Cl)c1. Product: N#CNC(=NCc1ccc(Cl)c(Cl)c1)c1ccncc1. Reaction SMILES: [C:1](#[N:2])[N:3]=[C:4]([O:5][CH:6]([CH3:7])[CH3:8])[c:9]1[cH:10][cH:11][n:12][cH:13][cH:14]1.[CH3:25][OH:26].[Cl:15][c:16]1[cH:17][c:18]([CH2:19][NH2:20])[cH:21][cH:22][c:23]1[Cl:24]>>[C:1](#[N:2])[NH:3][C:4]([c:9]1[cH:10][cH:11][n:12][cH:13][cH:14]1)=[N:20][CH2:19][c:18]1[cH:17][c:16]([Cl:15])[c:23]([Cl:24])[cH:22][cH:21]1. RXN SMILES: [CH3:22][SH:23].[CH3:6][S:7][C:8]([NH2:9])=[NH:10].[OH2:24].[OH:11][CH:12]1[CH2:13][NH:14][CH2:15][c:16]2[cH:17][cH:18][cH:19][cH:20][c:21]21.[S:1](=[O:2])(=[O:3])([OH:4])[OH:5]>>[C:8](=[NH:9])([NH2:10])[N:14]1[CH2:13][CH:12]([OH:11])[c:21]2[c:16]([cH:17][cH:18][cH:19][cH:20]2)[CH2:15]1.[S:1](=[O:2])(=[O:3])([OH:4])[OH:5]. Product: N=C(N)N1Cc2ccccc2C(O)C1, O=S(=O)(O)O. The reactants are CS, CSC(=N)N, O, OC1CNCc2ccccc21, O=S(=O)(O)O.